Task: describe an organic reaction: reactants, conditions, products, and yield. Dataset: the Open Reaction Database (ORD), a public repository of structured organic reaction records Reactants: BrC=1C=NC=C(C1Cl)Br (3,5-dibromo-4-chloropyridine), C1(CC1)B(O)O (cyclopropylboronic acid), C([O-])([O-])=O.[Cs+].[Cs+] (cesium carbonate), O1CCOCC1 (1,4-dioxan), Pd (dppf)2Cl2. Reported procedure: To a stirred solution of 3,5-dibromo-4-chloropyridine (X, 0.5 g, 1.84 mmol) and cyclopropylboronic acid (0.17 g, 2.02 mmol), cesium carbonate (1.19 g, 3.68 mmol) in the mixture of 1,4-dioxan (10 mL) and water (2 mL). The reaction mass was purged with nitrogen for 15 min. Then catalyst Pd (dppf)2Cl2 (0.075 g, 0.09 mmol) was added and allowed to stir at 100° C. for 4 h. The reaction mixture was filtered through Mite bed and filter bed was thoroughly washed with ethyl acetate. The collected organic... Run in O (water). Run at temperature 100 celsius, time 4 hour. RXN SMILES: Br[C:2]1[CH:3]=[N:4][CH:5]=[C:6]([Br:9])[C:7]=1[Cl:8].[CH:10]1(B(O)O)[CH2:12][CH2:11]1.C(=O)([O-])[O-].[Cs+].[Cs+].O1CCOCC1>O>[Br:9][C:6]1[CH:5]=[N:4][CH:3]=[C:2]([CH:10]2[CH2:12][CH2:11]2)[C:7]=1[Cl:8] |f:2.3.4|. Product: BrC=1C=NC=C(C1Cl)C1CC1 (3-bromo-4-chloro-5-cyclopropylpyridine). The reactants are C(C)(C)(C)OC(NC1CCN(CC1)CCN1C[C@@H]([C@H](CC1)O)C)=O ({1-[2-((3S,4S)-4-Hydroxy-3-methyl-piperidin-1-yl)-ethyl]-piperidin-4-yl}-carbamic acid tert-butyl ester), Cl (HCl), O1CCOCC1 (dioxane), Cl.Cl.Cl.CC1CCN(CC1)CCN1CCC(CC1)N (1-[2-(4-Methyl-piperidin-1-yl)-ethyl]-piperidin-4-ylamine tri-hydrochloride). Product: Cl.Cl.Cl.NC1CCN(CC1)CCN1C[C@@H]([C@H](CC1)O)C ((3S,4S)-1-[2-(4-Amino-piperidin-1-yl)-ethyl]-3-methyl-piperidin-4-ol trihydrochloride). Reaction SMILES: C(OC(=O)[NH:7][CH:8]1[CH2:13][CH2:12][N:11]([CH2:14][CH2:15][N:16]2[CH2:21][CH2:20][C@H:19]([OH:22])[C@@H:18]([CH3:23])[CH2:17]2)[CH2:10][CH2:9]1)(C)(C)C.[ClH:25].O1CCOCC1.Cl.Cl.Cl.CC1CCN(CCN2CCC(N)CC2)CC1>>[ClH:25].[ClH:25].[ClH:25].[NH2:7][CH:8]1[CH2:13][CH2:12][N:11]([CH2:14][CH2:15][N:16]2[CH2:21][CH2:20][C@H:19]([OH:22])[C@@H:18]([CH3:23])[CH2:17]2)[CH2:10][CH2:9]1 |f:3.4.5.6,7.8.9.10|. Procedure: It is prepared by BOC-cleavage of tert-butyl ester 16 (3.07 g, 8.98 mmol) with 4M−HCl in dioxane (11.2 ml, 44.8 mmol) as described for amine 7.